Dataset: the Open Reaction Database (ORD), a public repository of structured organic reaction records. Task: describe an organic reaction: reactants, conditions, products, and yield The reactants are C12C3N(C3C(CC1)C2)C2=C(C(=C(C=O)C(=C2F)F)F)F (4-(3-aza-tricyclo[3.2.1.02,4]oct-3-yl)-2,3,5,6-tetrafluoro-benzaldehyde), C(#N)C=1C(OC(C1C)(C)C)=C(C#N)C#N (2-(3-cyano-4,5,5-trimethyl-5H-furan-2-ylidene)-malononitrile), ice water. The reagents and catalysts are C(C)(=O)O (acetic acid). The solvent is N1=CC=CC=C1 (pyridine). Run at time 3 day. Product: C12C3N(C3C(CC1)C2)C2=C(C(=C(C(=C2F)F)C=CC2=C(C(OC2(C)C)=C(C#N)C#N)C#N)F)F (2-(4-{2-[4-(3-Aza-tricyclo[3.2.1.02,4]oct-3-yl)-2,3,5,6-tetrafluoro-phenyl]-vinyl}-3-cyano-5,5-dimethyl-5H-furan-2-ylidene)-malononitrile). As a reaction SMILES: [CH:1]12[CH2:8][CH:5]([CH2:6][CH2:7]1)[CH:4]1[CH:2]2[N:3]1[C:9]1[C:16]([F:17])=[C:15]([F:18])[C:12]([CH:13]=O)=[C:11]([F:19])[C:10]=1[F:20].[C:21]([C:23]1[C:24](=[C:31]([C:34]#[N:35])[C:32]#[N:33])[O:25][C:26]([CH3:30])([CH3:29])[C:27]=1[CH3:28])#[N:22]>C(O)(=O)C.N1C=CC=CC=1>[CH:5]12[CH2:8][CH:1]([CH2:7][CH2:6]1)[CH:2]1[CH:4]2[N:3]1[C:9]1[C:16]([F:17])=[C:15]([F:18])[C:12]([CH:13]=[CH:28][C:27]2[C:26]([CH3:29])([CH3:30])[O:25][C:24](=[C:31]([C:32]#[N:33])[C:34]#[N:35])[C:23]=2[C:21]#[N:22])=[C:11]([F:19])[C:10]=1[F:20]. Reported procedure: In a 100-mL round bottom flask with stirbar was added 4-(3-aza-tricyclo[3.2.1.02,4]oct-3-yl)-2,3,5,6-tetrafluoro-benzaldehyde (0.35 g, 1.23 mmol), 2-(3-cyano-4,5,5-trimethyl-5H-furan-2-ylidene)-malononitrile (0.39 g, 2 mmol), pyridine (5 mL) and acetic acid (several drops). The mixture was stirred under nitrogen at room temperature for 3 days. TLC showed that one red fluorescent product had formed as the main product. The reaction was stopped. The product mixture was poured into ice-water (500 m... Starting materials: [OH-].[Na+] (NaOH), [OH-].[Na+] (NaOH), C(=CCCCCCCCCCC)C1C(=O)OC(C1)=O (Dodecenyl succinic anhydride), anhydride, CCCCCCCCCC/C=C/C1CC(=O)OC1=O.C1CCOC1 (DDSA THF). The solvent is O1CCCC1 (tetrahydrofuran), O (water). Conditions: temperature 50 celsius. Product: CCCCCCCCCC/C=C/C1CC(=O)OC1=O (DDSA). RXN SMILES: [OH-].[Na+].[CH:3]([CH:15]1[CH2:20][C:19](=[O:21])[O:18][C:16]1=[O:17])=[CH:4][CH2:5][CH2:6][CH2:7][CH2:8][CH2:9][CH2:10][CH2:11][CH2:12][CH2:13][CH3:14].CCCCCCCCCC/C=C/C1C(=O)OC(=O)C1.C1COCC1>O.O1CCCC1>[CH3:14][CH2:13][CH2:12][CH2:11][CH2:10][CH2:9][CH2:8][CH2:7][CH2:6][CH2:5]/[CH:4]=[CH:3]/[CH:15]1[C:16](=[O:17])[O:18][C:19](=[O:21])[CH2:20]1 |f:0.1,3.4|. Procedure: Isolated soy protein (30 g) was dispersed in deionized water. The pH was adjusted to 8.5 with 1 N NaOH and the dispersion was heated to 50° C. Dodecenyl succinic anhydride (18 g) was dissolved in 100 ml of tetrahydrofuran. When the temperature of the soy dispersion reached 50° C., the DDSA/THF solution was added in 5 ml increments over 1 hour with concurrent adjustment of pH to 8.5 with 1 N NaOH. The solution was stirred for an additional hour to hydrolyze any unreacted anhydride. Protein was re...